This data is from the Open Reaction Database (ORD), a public repository of structured organic reaction records. The task is: describe an organic reaction: reactants, conditions, products, and yield The reactants are COC([C@H](CC1CCCCC1)N1C(C=C(C1)OC1=C(C=CC=C1)OC(C)C)=O)=O ((S)-3-cyclohexyl-2-[4-(2-isopropoxy-phenoxy)-2-oxo-2,5-dihydro-pyrrol-1-yl]-propionic acid methyl ester), [OH-].[Li+] (lithium hydroxide). Run in O1CCCC1.O (tetrahydrofuran water). Conditions: temperature 23 celsius, time 2 hour. The product is C1(CCCCC1)C[C@@H](C(=O)O)N1C(C=C(C1)OC1=C(C=CC=C1)OC(C)C)=O ((S)-3-cyclohexyl-2-[4-(2-isopropoxy-phenoxy)-2-oxo-2,5-dihydro-pyrrol-1-yl]-propionic acid). The yield is 80.0%. As a reaction SMILES: C[O:2][C:3](=[O:29])[C@@H:4]([N:12]1[CH2:16][C:15]([O:17][C:18]2[CH:23]=[CH:22][CH:21]=[CH:20][C:19]=2[O:24][CH:25]([CH3:27])[CH3:26])=[CH:14][C:13]1=[O:28])[CH2:5][CH:6]1[CH2:11][CH2:10][CH2:9][CH2:8][CH2:7]1.[OH-].[Li+]>O1CCCC1.O>[CH:6]1([CH2:5][C@H:4]([N:12]2[CH2:16][C:15]([O:17][C:18]3[CH:23]=[CH:22][CH:21]=[CH:20][C:19]=3[O:24][CH:25]([CH3:26])[CH3:27])=[CH:14][C:13]2=[O:28])[C:3]([OH:29])=[O:2])[CH2:11][CH2:10][CH2:9][CH2:8][CH2:7]1 |f:1.2,3.4|. Reported procedure: To a stirred solution of (S)-3-cyclohexyl-2-[4-(2-isopropoxy-phenoxy)-2-oxo-2,5-dihydro-pyrrol-1-yl]-propionic acid methyl ester (710 mg, 0.002 mol) in tetrahydrofuran-water (3:1, 15 mL) was added lithium hydroxide (223 mg, 0.009 mol). The reaction mixture was stirred at 23° C. for 2 h. After this time, the mixture was concentrated and the reaction mixture was diluted with water. The reaction mixture was acidified with 2N hydrochloric acid, during which time precipitation occurred. The precipita...